Dataset: the Open Reaction Database (ORD), a public repository of structured organic reaction records. Task: describe an organic reaction: reactants, conditions, products, and yield The reactants are FC=1C=C(C=CC1C=1C=NC(=NC1)N)C1=C(C=C(C=C1)C(F)(F)F)OCOCC[Si](C)(C)C (5-[3-fluoro-4′-(trifluoromethyl)-2′-{[2-(trimethylsilyl)ethoxy]-methoxy}-biphenyl-4-yl]pyrimidin-2-amine), C(C)(=O)O (acetic acid), Cl (hydrochloric acid). The solvent is C(C)(=O)OCC (ethyl acetate), O (water), C1CCOC1 (THF), O (water). Reaction conditions: temperature 65 celsius, time 8 hour. The product is NC1=NC=C(C=N1)C1=C(C=C(C=C1)C=1C(=CC(=CC1)C(F)(F)F)O)F (4′-(2-Aminopyrimidin-5-yl)-3′-fluoro-4-(trifluoromethyl)biphenyl-2-ol). As a reaction SMILES: [F:1][C:2]1[CH:3]=[C:4]([C:15]2[CH:20]=[CH:19][C:18]([C:21]([F:24])([F:23])[F:22])=[CH:17][C:16]=2[O:25]COCC[Si](C)(C)C)[CH:5]=[CH:6][C:7]=1[C:8]1[CH:9]=[N:10][C:11]([NH2:14])=[N:12][CH:13]=1.C(O)(=O)C.Cl>C1COCC1.C(OCC)(=O)C.O>[NH2:14][C:11]1[N:10]=[CH:9][C:8]([C:7]2[CH:6]=[CH:5][C:4]([C:15]3[C:16]([OH:25])=[CH:17][C:18]([C:21]([F:24])([F:22])[F:23])=[CH:19][CH:20]=3)=[CH:3][C:2]=2[F:1])=[CH:13][N:12]=1. Reported procedure: To a stirred solution of 5-[3-fluoro-4′-(trifluoromethyl)-2′-{[2-(trimethylsilyl)ethoxy]-methoxy}-biphenyl-4-yl]pyrimidin-2-amine in 14 mL of THF were added water (1.40 mL), acetic acid (1.40 mL) and hydrochloric acid (0.43 mL, 6 N). The reaction was stirred overnight at 65° Celsius, before diluting with ethyl acetate (20 mL) and water (20 mL). The aqueous layer was extracted with ethyl acetate (3×30 mL) and the combined organic extracts dried over Na2SO4, and concentrated to dryness. The crude ... Reactants: CC(=O)OC(C)C, c1ccc(C2CO2)cc1, C[Si](C)(C)[N-][Si](C)(C)C, CN1CCCN(C)C1=O, Cl, NCCc1ccc(N)cc1, [Na+], [Na+], C1CCOC1, [OH-]. The product is NCCc1ccc(NCC(O)c2ccccc2)cc1. RXN SMILES: [C:31]([O:32][CH:33]([CH3:34])[CH3:35])(=[O:36])[CH3:37].[CH2:21]1[O:22][CH:23]1[c:24]1[cH:25][cH:26][cH:27][cH:28][cH:29]1.[CH3:11][Si:12]([N-:13][Si:14]([CH3:15])([CH3:16])[CH3:17])([CH3:18])[CH3:19].[CH3:45][N:46]1[CH2:47][CH2:48][CH2:49][N:50]([CH3:51])[C:52]1=[O:53].[ClH:30].[NH2:1][c:2]1[cH:3][cH:4][c:5]([CH2:8][CH2:9][NH2:10])[cH:6][cH:7]1.[Na+:20].[Na+:39].[O:40]1[CH2:41][CH2:42][CH2:43][CH2:44]1.[OH-:38]>>[NH:1]([c:2]1[cH:3][cH:4][c:5]([CH2:8][CH2:9][NH2:10])[cH:6][cH:7]1)[CH2:21][CH:23]([OH:22])[c:24]1[cH:25][cH:26][cH:27][cH:28][cH:29]1. Starting materials: Cc1ccc(S(=O)(=O)O)cc1, CCOC(C)=O, ClCCl, NC(CO)C(C(F)(F)F)C(F)(F)F, c1ccncc1, O=S(=O)(Cl)c1ccsc1. The product is O=S(=O)(NC(CO)C(C(F)(F)F)C(F)(F)F)c1ccsc1. RXN SMILES: [CH3:29][c:30]1[cH:31][cH:32][c:33]([S:34]([OH:35])(=[O:36])=[O:37])[cH:38][cH:39]1.[CH3:43][CH2:44][O:45][C:46]([CH3:47])=[O:48].[Cl:40][CH2:41][Cl:42].[F:1][C:2]([CH:3]([CH:4]([CH2:5][OH:6])[NH2:7])[C:8]([F:9])([F:10])[F:11])([F:12])[F:13].[cH:14]1[cH:15][cH:16][n:17][cH:18][cH:19]1.[s:20]1[cH:21][c:22]([S:25](=[O:26])(=[O:27])[Cl:28])[cH:23][cH:24]1>>[F:1][C:2]([CH:3]([CH:4]([CH2:5][OH:6])[NH:7][S:25]([c:22]1[cH:21][s:20][cH:24][cH:23]1)(=[O:26])=[O:27])[C:8]([F:9])([F:10])[F:11])([F:12])[F:13]. The reactants are FC1=C(CN2N=C(C=3C2=NC=CC3)C=3N=C(C2=C(N3)NC(C2(C)C)=O)I)C=CC=C1 (2-[1-(2-Fluorobenzyl)-1H-pyrazolo[3,4-b]pyridin-3-yl]-4-iodo-5,5-dimethyl-5,7-dihydro-6H-pyrrolo[2,3-d]pyrimidin-6-one), FC(C1CNCCO1)(F)F (2-(trifluoromethyl)morpholine), C(C)(C)N(C(C)C)CC (N,N-diisopropyl ethylamine). The solvent is CN1CCCC1=O (NMP). Run at temperature 150 celsius. Product: FC1=C(CN2N=C(C=3C2=NC=CC3)C=3N=C(C2=C(N3)NC(C2(C)C)=O)N2CC(OCC2)C(F)(F)F)C=CC=C1 (2-[1-(2-Fluorobenzyl)-1H-pyrazolo[3,4-b]pyridin-3-yl]-5,5-dimethyl-4-[2-(trifluoromethyl)morpholin-4-yl]-5,7-dihydro-6H-pyrrolo[2,3-d]pyrimidin-6-one). RXN SMILES: [F:1][C:2]1[CH:30]=[CH:29][CH:28]=[CH:27][C:3]=1[CH2:4][N:5]1[C:9]2=[N:10][CH:11]=[CH:12][CH:13]=[C:8]2[C:7]([C:14]2[N:15]=[C:16](I)[C:17]3[C:22]([CH3:24])([CH3:23])[C:21](=[O:25])[NH:20][C:18]=3[N:19]=2)=[N:6]1.[F:31][C:32]([F:40])([F:39])[CH:33]1[O:38][CH2:37][CH2:36][NH:35][CH2:34]1.C(N(CC)C(C)C)(C)C>CN1C(=O)CCC1>[F:1][C:2]1[CH:30]=[CH:29][CH:28]=[CH:27][C:3]=1[CH2:4][N:5]1[C:9]2=[N:10][CH:11]=[CH:12][CH:13]=[C:8]2[C:7]([C:14]2[N:15]=[C:16]([N:35]3[CH2:36][CH2:37][O:38][CH:33]([C:32]([F:40])([F:39])[F:31])[CH2:34]3)[C:17]3[C:22]([CH3:24])([CH3:23])[C:21](=[O:25])[NH:20][C:18]=3[N:19]=2)=[N:6]1. Reported procedure: Under argon atmosphere, 200 mg (purity 62%, 0.24 mmol) of 2-[1-(2-fluorobenzyl)-1H-pyrazolo[3,4-b]pyridin-3-yl]-4-iodo-5,5-dimethyl-5,7-dihydro-6H-pyrrolo[2,3-d]pyrimidin-6-one (example 15A) was put in 4 ml of absolute NMP, and 924 mg (4.82 mmol) of 2-(trifluoromethyl)morpholine and 623 mg (4.82 mmol) of N,N-diisopropyl ethylamine were added. The mixture was heated in the microwave at 150° C. for 5 h. The reaction solution was filtered and purified by preparative HPLC (eluent: acetonitrile/water... The reactants are CC(C)(C)OC(=O)NS(=O)(=O)C1(C=O)CC1, CO, [K+], [K+], O=C([O-])[O-]. Product: C#CC1(S(=O)(=O)NC(=O)OC(C)(C)C)CC1. Reaction SMILES: [C:1](=[O:2])([O:3][C:4]([CH3:5])([CH3:6])[CH3:7])[NH:8][S:9](=[O:10])(=[O:11])[C:12]1([CH:15]=[O:16])[CH2:13][CH2:14]1.[CH3:23][OH:24].[K+:17].[K+:18].[O-:19][C:20]([O-:21])=[O:22]>>[C:1](=[O:2])([O:3][C:4]([CH3:5])([CH3:6])[CH3:7])[NH:8][S:9](=[O:10])(=[O:11])[C:12]1([C:15]#[CH:20])[CH2:13][CH2:14]1. Starting materials: O=C(CC(=O)OCC)CC(=O)OCC (diethyl 3-oxopentanedioate), [H-].[Na+] (sodium hydride), IC (iodomethane). Solvent: O1CCCC1 (tetrahydrofuran). Conditions: time 30 minute. Yields the product CC(C(=O)OCC)C(CC(=O)OCC)=O (diethyl 2-methyl-3-oxopentanedioate). Isolated yield 36.3%. As a reaction SMILES: [O:1]=[C:2]([CH2:9][C:10]([O:12][CH2:13][CH3:14])=[O:11])[CH2:3][C:4]([O:6][CH2:7][CH3:8])=[O:5].[H-].[Na+].I[CH3:18]>O1CCCC1>[CH3:18][CH:9]([C:2](=[O:1])[CH2:3][C:4]([O:6][CH2:7][CH3:8])=[O:5])[C:10]([O:12][CH2:13][CH3:14])=[O:11] |f:1.2|. Procedure: To a solution of diethyl 3-oxopentanedioate (23.2 g, 114.8 mmol) in tetrahydrofuran (100 mL) was added sodium hydride (60%, 4.8 g, 120.5 mmol) at 0° C., and the reaction mixture was stirred at RT for 30 mins, followed by the addition of iodomethane (7.15 ml, 114.8 mmol). The reaction mixture was stirred at RT for 48 h, quenched with water (500 mL) and extracted with ethyl acetate (500 mL×3). The organic layers were separated, combined, washed with water (200 mL) and brine (200 mL), dried over so...